From a dataset of the Open Reaction Database (ORD), a public repository of structured organic reaction records. describe an organic reaction: reactants, conditions, products, and yield Reaction conditions: time 12 hour. Run in C(C)O (Ethanol). Starting materials: C(C)(=O)Cl (acetyl chloride), CN1CCN(CC1)C(=O)C1CCC2(CCN(CC2)C(=O)OC(C)(C)C)CC1 (tert-butyl 9-(4-methylpiperazine-1-carbonyl)-3-azaspiro[5.5]undecane-3-carboxylate). Yields the product Cl.CN1CCN(CC1)C(=O)C1CCC2(CCNCC2)CC1 ((4-Methylpiperazin-1-yl)(3-azaspiro[5.5]undecan-9-yl)methanone hydrochloride). Procedure details: Ethanol (3 ml) and acetyl chloride (0.24 ml, 3.43 mmol) were added to tert-butyl 9-(4-methylpiperazine-1-carbonyl)-3-azaspiro[5.5]undecane-3-carboxylate (0.26 g, 0.685 mmol) and the mixture was stirred at room temperature for 12 h. When the reaction was complete, the solvent was removed in vacuo. Yield: 0.22 g (101%) RXN SMILES: C([Cl:4])(=O)C.[CH3:5][N:6]1[CH2:11][CH2:10][N:9]([C:12]([CH:14]2[CH2:31][CH2:30][C:17]3([CH2:22][CH2:21][N:20](C(OC(C)(C)C)=O)[CH2:19][CH2:18]3)[CH2:16][CH2:15]2)=[O:13])[CH2:8][CH2:7]1>C(O)C>[ClH:4].[CH3:5][N:6]1[CH2:7][CH2:8][N:9]([C:12]([CH:14]2[CH2:31][CH2:30][C:17]3([CH2:22][CH2:21][NH:20][CH2:19][CH2:18]3)[CH2:16][CH2:15]2)=[O:13])[CH2:10][CH2:11]1 |f:3.4|. The reactants are FC1=C(N)C=CC(=C1F)F (2,3,4-trifluoroaniline), C([O-])([O-])=O.[K+].[K+] (potassium carbonate), Cl[C@@H](C(=O)OC)C (methyl (2R)-chloropropionate). Reagents/catalysts: [Cl-].C(CCCCC)[N+](CCCCCC)(CCCCCC)CCCCCC (tetrahexylammonium chloride). The product is FC1=C(N[C@H](C(=O)OC)C)C=CC(=C1F)F (Methyl (2S)-2-(2,3,4-trifluoroanilino)propionate). Reaction SMILES: [F:1][C:2]1[C:8]([F:9])=[C:7]([F:10])[CH:6]=[CH:5][C:3]=1[NH2:4].C(=O)([O-])[O-].[K+].[K+].Cl[C@H:18]([CH3:23])[C:19]([O:21][CH3:22])=[O:20]>[Cl-].C([N+](CCCCCC)(CCCCCC)CCCCCC)CCCCC>[F:1][C:2]1[C:8]([F:9])=[C:7]([F:10])[CH:6]=[CH:5][C:3]=1[NH:4][C@@H:18]([CH3:23])[C:19]([O:21][CH3:22])=[O:20] |f:1.2.3,5.6|. Procedure: In accordance with the process of Example 2, a condensation reaction was performed by using 2,3,4-trifluoroaniline (100 mg), potassium carbonate (188 mg), methyl (2R)-chloropropionate (92 mg) and tetrahexylammonium chloride (40 mg). As the result of the analysis by reversed phase HPLC with the use of the compound of Example 1 as a specimen, the product corresponded to 56 mg (36%) of the title compound. Starting materials: solution, C(CCC)[Li] (n-butyl-lithium), C(C)NC=1C2=CC=C(C=C2C=2C(=C(C=CC2C1)OC)OC)C (9-ethylamino-3,4-dimethoxy-6-methyl-phenanthrene), S(=O)(=O)([O-])[O-].[Na+].[Na+] (sodium sulfate), C(=O)=O (dry ice). Solvent: CCCCCC (hexane), O1CCCC1 (tetrahydrofuran), O1CCCC1 (tetrahydrofuran). Conditions: time 30 minute. Product: C(C)N1C(C=2C=3C(=C4C(=CC13)C=CC(=C4OC)OC)C=C(C2)C)=O (5-ethyl-4,5-dihydro-9,10-dimethoxy-2-methyl-4-oxo-dibenz[cd,f]indole). Reaction SMILES: C([Li])CCC.[CH2:6]([NH:8][C:9]1[C:10]2[C:15]([C:16]3[C:17]([O:25][CH3:26])=[C:18]([O:23][CH3:24])[CH:19]=[CH:20][C:21]=3[CH:22]=1)=[CH:14][C:13]([CH3:27])=[CH:12][CH:11]=2)[CH3:7].S([O-])([O-])(=O)=O.[Na+].[Na+].[C:35](=O)=[O:36]>CCCCCC.O1CCCC1>[CH2:6]([N:8]1[C:9]2[CH:22]=[C:21]3[CH:20]=[CH:19][C:18]([O:23][CH3:24])=[C:17]([O:25][CH3:26])[C:16]3=[C:15]3[CH:14]=[C:13]([CH3:27])[CH:12]=[C:11]([C:10]=23)[C:35]1=[O:36])[CH3:7] |f:2.3.4|. Procedure details: 661.4 ml (1.084M) of a 15% solution of n-butyl-lithium in hexane are added at 0°, over a period of 20 minutes and under a nitrogen atmosphere, to a solution of 97 g (0.328M) of 9-ethylamino-3,4-dimethoxy-6-methyl-phenanthrene in 1000 ml anhydrous tetrahydrofuran; the reaction mixture becomes dark red. After stirring for 30 minutes at 0°, the mixture is transferred in portions with a teflon tube with nitrogen pressure at -50° onto a mixture of 500 g sodium sulfate and 500 g dry ice in 1500 ml tet... Starting materials: C(C)C1=C(C(=CC=C1)CC)\C=N\C(C(C)C)C(C)C ((E)-[1-(2,6-diethyl-phenyl)-methylidene]-(1-isopropyl-2-methyl-propyl)-amine), [OH-].[Na+] (NaOH). Run in C1CCOC1 (THF), Cl (HCl). Yields the product C(C)C1=C(C=O)C(=CC=C1)CC (2,6-Diethyl-benzaldehyde). Reaction SMILES: [CH2:1]([C:3]1[CH:8]=[CH:7][CH:6]=[C:5]([CH2:9][CH3:10])[C:4]=1/[CH:11]=N/C(C(C)C)C(C)C)[CH3:2].[OH-:20].[Na+]>C1COCC1.Cl>[CH2:1]([C:3]1[CH:8]=[CH:7][CH:6]=[C:5]([CH2:9][CH3:10])[C:4]=1[CH:11]=[O:20])[CH3:2] |f:1.2|. Procedure details: A solution of 15.6 g (E)-[1-(2,6-diethyl-phenyl)-methylidene]-(1-isopropyl-2-methyl-propyl)-amine in 60 ml THF and 120 ml 4N HCl was heated to reflux for 2 hours then cooled to ambient temperature and poured onto a 1N NaOH solution. The aqueous phase was extracted with ethyl acetate, the combined extracts washed with brine, dried over Na2SO4, filtered and evaporated. The residue was purified by flash-chromatography on silica gel with a heptane/ethyl acetate gradient as eluent: 8.35 g 2,6-diethyl... Starting materials: ClC=1C=NC=C(C1SC1=C(C=C(S1)C(=O)O)[N+](=O)[O-])Cl (5-[(3,5-dichloro-4-pyridyl)sulfanyl]-4-nitro-thiophene-2-carboxylic acid), CN(CCN1N=C(C=C1N)C)C (1-(2-(dimethylamino)ethyl)-3-methyl-1H-pyrazol-5-amine). Yields the product ClC=1C=NC=C(C1SC1=C(C=C(S1)C(=O)NC1=CC(=NN1CCN(C)C)C)[N+](=O)[O-])Cl (5-((3,5-dichloropyridin-4-yl)thio)-N-(1-(2-(dimethylamino)ethyl)-3-methyl-1H-pyrazol-5-yl)-4-nitrothiophene-2-carboxamide), solid. Yield: 23.0%. As a reaction SMILES: [Cl:1][C:2]1[CH:3]=[N:4][CH:5]=[C:6]([Cl:20])[C:7]=1[S:8][C:9]1[S:13][C:12]([C:14]([OH:16])=O)=[CH:11][C:10]=1[N+:17]([O-:19])=[O:18].[CH3:21][N:22]([CH3:32])[CH2:23][CH2:24][N:25]1[C:29]([NH2:30])=[CH:28][C:27]([CH3:31])=[N:26]1>>[Cl:20][C:6]1[CH:5]=[N:4][CH:3]=[C:2]([Cl:1])[C:7]=1[S:8][C:9]1[S:13][C:12]([C:14]([NH:30][C:29]2[N:25]([CH2:24][CH2:23][N:22]([CH3:32])[CH3:21])[N:26]=[C:27]([CH3:31])[CH:28]=2)=[O:16])=[CH:11][C:10]=1[N+:17]([O-:19])=[O:18]. Reported procedure: Prepared according to the procedure described for example 44 from 5-[(3,5-dichloro-4-pyridyl)sulfanyl]-4-nitro-thiophene-2-carboxylic acid (35 mg, 0.1 mmol) and 1-(2-(dimethylamino)ethyl)-3-methyl-1H-pyrazol-5-amine (17.0 mg, 0.10 mmol). The title compound was obtained as a solid (20.8 mg, 23% yield). MS m/z: 501.02, 503.02 [M+H]+.